Dataset: the Open Reaction Database (ORD), a public repository of structured organic reaction records. Task: describe an organic reaction: reactants, conditions, products, and yield Solvent: C(Cl)Cl (CH2Cl2). The reactants are CC(C(=O)Cl)(C)C (trimethylacetyl chloride), N1=CC=CC=C1 (pyridine), BrC1=C2C=CC=NC2=CC(=C1C(CO)OC(C(F)(F)F)(C)C)C (2-(5-bromo-7-methylquinolin-6-yl)-2-(1,1,1-trifluoro-2-methylpropan-2-yloxy)ethanol). The product is C(C(C)(C)C)(=O)OCC(OC(C(F)(F)F)(C)C)C=1C(=C2C=CC=NC2=CC1C)Br (2-(5-bromo-7-methylquinolin-6-yl)-2-(1,1,1-trifluoro-2-methylpropan-2-yloxy)ethyl pivalate). Reported procedure: To a stirred solution of trimethylacetyl chloride (19 μL, 0.15 mmol) in pyridine (0.4 mL, 4.95 mmol) was added 2-(5-bromo-7-methylquinolin-6-yl)-2-(1,1,1-trifluoro-2-methylpropan-2-yloxy)ethanol (29.8 mg, 0.08 mmol) in CH2Cl2 (0.4 mL) at 0° C. The reaction mixture was allowed to warm to room temperature overnight. The mixture was quenched with water and concentrated and purified by flash column chromatography (silica gel, 0 to 20% ethyl acetate/hexanes) to give 2-(5-bromo-7-methylquinolin-6-yl)-... RXN SMILES: [CH3:1][C:2]([CH3:7])([CH3:6])[C:3](Cl)=[O:4].N1C=CC=CC=1.[Br:14][C:15]1[C:24]([CH:25]([O:28][C:29]([CH3:35])([CH3:34])[C:30]([F:33])([F:32])[F:31])[CH2:26][OH:27])=[C:23]([CH3:36])[CH:22]=[C:21]2[C:16]=1[CH:17]=[CH:18][CH:19]=[N:20]2>C(Cl)Cl>[C:3]([O:27][CH2:26][CH:25]([C:24]1[C:15]([Br:14])=[C:16]2[C:21](=[CH:22][C:23]=1[CH3:36])[N:20]=[CH:19][CH:18]=[CH:17]2)[O:28][C:29]([CH3:35])([CH3:34])[C:30]([F:31])([F:33])[F:32])(=[O:4])[C:2]([CH3:7])([CH3:6])[CH3:1]. Reactants: CC(C)(C)NS(=O)(=O)C1=C(N(C=C1)C)SC (N-(1,1-dimethylethyl)-1-methyl-2-(methylthio)-1H-pyrrole-3-sulfonamide), FC(C(=O)O)(F)F (trifluoroacetic acid). Solvent: C(Cl)Cl (methylene chloride). Reaction conditions: time 16 hour. Yields the product CN1C(=C(C=C1)S(=O)(=O)N)SC (1-Methyl-2-(methylthio)-1H-pyrrole-3-sulfonamide). The yield is 79.6%. Reaction SMILES: CC([NH:5][S:6]([C:9]1[CH:13]=[CH:12][N:11]([CH3:14])[C:10]=1[S:15][CH3:16])(=[O:8])=[O:7])(C)C.FC(F)(F)C(O)=O>C(Cl)Cl>[CH3:14][N:11]1[CH:12]=[CH:13][C:9]([S:6]([NH2:5])(=[O:7])=[O:8])=[C:10]1[S:15][CH3:16]. Procedure: To a solution of 4.63 g (17.66 mmol) N-(1,1-dimethylethyl)-1-methyl-2-(methylthio)-1H-pyrrole-3-sulfonamide in 50 mL of methylene chloride was added 50 mL of trifluoroacetic acid (TFA) under a nitrogen atmosphere. The orange reaction mixture was stirred at room temperature overnight ca. 16 hours. The reaction mixture was concentrated to a tan solid. Diethyl ether was added to the tan solid and was removed by evaporation to remove residual TFA. The solid was suspended in diethyl ether and filtere... The reactants are COC(=O)c1cc(OC)c(NC(C)=O)c(OC)c1, CS(C)(=O)=O, CS(C)=O, [H-], [Na+], O. Product: COc1cc(C(=O)CS(C)(=O)=O)cc(OC)c1NC(C)=O. Reaction SMILES: [CH3:12][O:13][C:14]([c:15]1[cH:16][c:17]([O:27][CH3:28])[c:18]([NH:23][C:24]([CH3:25])=[O:26])[c:19]([O:21][CH3:22])[cH:20]1)=[O:29].[CH3:1][S:2](=[O:3])(=[O:4])[CH3:5].[CH3:8][S:9]([CH3:10])=[O:11].[H-:6].[Na+:7].[OH2:30]>>[CH2:1]([S:2](=[O:3])(=[O:4])[CH3:5])[C:14](=[O:13])[c:15]1[cH:16][c:17]([O:27][CH3:28])[c:18]([NH:23][C:24]([CH3:25])=[O:26])[c:19]([O:21][CH3:22])[cH:20]1. Reactants: F[C@@H]1[C@@H](C1)C(=O)NC=1N=CC2=CC(=CC=C2C1)C=1C=NC(=CC1C)C(C(F)(F)F)O ((1S,2S)-2-fluoro-N-(7-(4-methyl-6-(2,2,2-trifluoro-1-hydroxyethyl)pyridin-3-yl)isoquinolin-3-yl)cyclopropanecarboxamide), ClCCl (dichloromethane), CC(=O)OI1(C=2C=CC=CC2C(=O)O1)(OC(=O)C)OC(=O)C (Dess-Martin periodinane), CC(=O)OI1(C=2C=CC=CC2C(=O)O1)(OC(=O)C)OC(=O)C (Dess-Martin periodinane). Solvent: S(=S)(=O)([O-])[O-].[Na+].[Na+] (sodium thiosulfate). Run at time 3 hour. The product is F[C@@H]1[C@@H](C1)C(=O)NC=1N=CC2=CC(=CC=C2C1)C=1C=NC(=CC1C)C(C(F)(F)F)(O)O ((1S,2S)-2-fluoro-N-(7-(4-methyl-6-(2,2,2-trifluoro-1,1-dihydroxyethyl)pyridin-3-yl)isoquinolin-3-yl)cyclopropanecarboxamide). Yield: 78.8%. As a reaction SMILES: [F:1][C@H:2]1[CH2:4][C@H:3]1[C:5]([NH:7][C:8]1[N:9]=[CH:10][C:11]2[C:16]([CH:17]=1)=[CH:15][CH:14]=[C:13]([C:18]1[CH:19]=[N:20][C:21]([CH:25]([OH:30])[C:26]([F:29])([F:28])[F:27])=[CH:22][C:23]=1[CH3:24])[CH:12]=2)=[O:6].ClCCl.CC(OI1(OC(C)=O)(OC(C)=O)OC(=O)C2C=CC=CC1=2)=[O:36]>S([O-])([O-])(=O)=S.[Na+].[Na+]>[F:1][C@H:2]1[CH2:4][C@H:3]1[C:5]([NH:7][C:8]1[N:9]=[CH:10][C:11]2[C:16]([CH:17]=1)=[CH:15][CH:14]=[C:13]([C:18]1[CH:19]=[N:20][C:21]([C:25]([OH:36])([OH:30])[C:26]([F:29])([F:28])[F:27])=[CH:22][C:23]=1[CH3:24])[CH:12]=2)=[O:6] |f:3.4.5|. Procedure details: A solution of (1S,2S)-2-fluoro-N-(7-(4-methyl-6-(2,2,2-trifluoro-1-hydroxyethyl)pyridin-3-yl)isoquinolin-3-yl)cyclopropanecarboxamide (139.1 mg; 0.3317 mmol) in dichloromethane (5 mL; 78.00 mmol) was treated with Dess-Martin periodinane (172.7 mg; 0.3950 mmol) and stirred at room temperature. After 3 hours, additional Dess-Martin periodinane was added (142 mg). After an additional 5 hours, 30 mL of 10% aqueous sodium thiosulfate was added and the reaction mixture stirred for 10 minutes. The reac... Reactants: N#N (N2), N(=[N+]=[N-])[C@@H]1CN(C[C@H]1O)C(=O)OC(C)(C)C (trans-tert-butyl 3-azido-4-hydroxypyrrolidine-1-carboxylate), S(=O)(=O)(C1=CC=C(C)C=C1)Cl (TsCl). Solvent: N1=CC=CC=C1 (pyridine). Conditions: temperature 5 celsius, time 8 hour. The product is N(=[N+]=[N-])[C@@H]1CN(C[C@H]1OS(=O)(=O)C1=CC=C(C)C=C1)C(=O)OC(C)(C)C (trans-tert-butyl 3-azido-4-(tosyloxy)pyrrolidine-1-carboxylate). RXN SMILES: N#N.[N:3]([C@H:6]1[C@H:10]([OH:11])[CH2:9][N:8]([C:12]([O:14][C:15]([CH3:18])([CH3:17])[CH3:16])=[O:13])[CH2:7]1)=[N+:4]=[N-:5].[S:19](Cl)([C:22]1[CH:28]=[CH:27][C:25]([CH3:26])=[CH:24][CH:23]=1)(=[O:21])=[O:20]>N1C=CC=CC=1>[N:3]([C@H:6]1[C@H:10]([O:11][S:19]([C:22]2[CH:28]=[CH:27][C:25]([CH3:26])=[CH:24][CH:23]=2)(=[O:21])=[O:20])[CH2:9][N:8]([C:12]([O:14][C:15]([CH3:18])([CH3:17])[CH3:16])=[O:13])[CH2:7]1)=[N+:4]=[N-:5]. Procedure: In a flame dried round-bottomed flask equipped with a magnetic stir bar and under inert atmosphere (N2), to a solution of trans-tert-butyl 3-azido-4-hydroxypyrrolidine-1-carboxylate (J. Med. Chem. 2010, 53, 6730-6746) (320 mg, 1.40 mmol) in pyridine (3 mL) was added TsCl (588 mg, 3.00 mmol). The mixture was stirred at 5° C. overnight. The solvent was removed under reduced pressure and the mixture was partitioned between CH2Cl2 and 10% aq. NaHCO3. The organic layer was washed with water, dried ov... The reactants are COC(CN1C(C(CC=CC1)NC(=O)OC(C)(C)C)=O)=O ((3-tert-butoxycarbonylamino-2-oxo-2,3,4,7-tetrahydroazepin-1-yl) acetic acid methyl ester), C(=O)(C(F)(F)F)O (TFA). Solvent: C(Cl)Cl (CH2Cl2). Reaction conditions: time 30 minute. Product: COC(CN1C(C(CC=CC1)N)=O)=O ((3-amino-2-oxo-2,3,4,7-tetrahydroazepin-1-yl) acetic acid methyl ester). Reaction SMILES: [CH3:1][O:2][C:3](=[O:21])[CH2:4][N:5]1[CH2:11][CH:10]=[CH:9][CH2:8][CH:7]([NH:12]C(OC(C)(C)C)=O)[C:6]1=[O:20].C(O)(C(F)(F)F)=O>C(Cl)Cl>[CH3:1][O:2][C:3](=[O:21])[CH2:4][N:5]1[CH2:11][CH:10]=[CH:9][CH2:8][CH:7]([NH2:12])[C:6]1=[O:20]. Procedure: A solution containing (3-tert-butoxycarbonylamino-2-oxo-2,3,4,7-tetrahydroazepin-1-yl) acetic acid methyl ester, 2, (0.57 g, 2.0 mmol) in 10 mL of CH2Cl2 is treated with 2.5 mL of wet TFA and stirred at room temperature for 30 minutes. The solution is concentrated in vacuo and treated with saturated NaHCO3. Solid NaCl is added to the resulting aqueous solution and the solution is extracted with EtOAc. The organic layer was dried (MgSO4) and concentrated in vacuo to afford the desired intermediat...